Task: describe an organic reaction: reactants, conditions, products, and yield. Dataset: the Open Reaction Database (ORD), a public repository of structured organic reaction records Starting materials: C(C)(C)(C)OC(=O)NC(CC(=O)O)CC1=C(C=C(C(=C1)F)F)F (3-tert-butoxycarbonylamino-4-(2,4,5-trifluorophenyl)butyric acid), ( II ), C=1C(=C(C=C(C1F)F)F)C[C@H](CC(=O)N2CCN3C(=NN=C3C(F)(F)F)C2)N.O.OP(=O)(O)O (Sitagliptin Phosphate), Cl.FC(C1=NN=C2N1CCNC2)(F)F (3-(trifluoromethyl)-5,6,7,8-tetrahydro-[1,2,4]triazolo[4,3-a]pyrazine HCl), C1(=CC=CC=C1)B(O)O (phenyl boronic acid), C(C)(C)OC(C)C (diisopropyl ether). Run in C1(=CC=CC=C1)C (toluene), C(C)N(CC)CC (triethyl amine), O (water). Conditions: time 5 minute. Yields the product C(C)(C)(C)OC(N[C@H](CC1=C(C=C(C(=C1)F)F)F)CC(N1CC=2N(CC1)C(=NN2)C(F)(F)F)=O)=O ((R)-tert-butyl4-oxo-4-(3-(trifluoromethyl)-5,6-dihydro-[1,2,4]-triazolo[4,3-a]pyrazin-7(8H)-yl)-1-(2,4,5-trifluorophenyl)butan-2-yl-carbamate). As a reaction SMILES: [C:1]([O:5][C:6]([NH:8][CH:9]([CH2:14][C:15]1[CH:20]=[C:19]([F:21])[C:18]([F:22])=[CH:17][C:16]=1[F:23])[CH2:10][C:11]([OH:13])=O)=[O:7])([CH3:4])([CH3:3])[CH3:2].C1C(C[C@@H](N)CC([N:38]2[CH2:50][C:42]3=[N:43][N:44]=[C:45]([C:46]([F:49])([F:48])[F:47])[N:41]3[CH2:40][CH2:39]2)=O)=C(F)C=C(F)C=1F.O.OP(O)(O)=O.Cl.FC(F)(F)C1N2CCNCC2=NN=1.C1(B(O)O)C=CC=CC=1.C(OC(C)C)(C)C>O.C(N(CC)CC)C.C1(C)C=CC=CC=1>[C:1]([O:5][C:6](=[O:7])[NH:8][C@@H:9]([CH2:10][C:11](=[O:13])[N:38]1[CH2:39][CH2:40][N:41]2[C:45]([C:46]([F:49])([F:47])[F:48])=[N:44][N:43]=[C:42]2[CH2:50]1)[CH2:14][C:15]1[CH:20]=[C:19]([F:21])[C:18]([F:22])=[CH:17][C:16]=1[F:23])([CH3:2])([CH3:3])[CH3:4] |f:1.2.3,4.5|. Procedure: 100 g of 3-tert-butoxycarbonylamino-4-(2,4,5-trifluorophenyl)butyric acid of formula (II) was charged with 800 ml of toluene into a 2 liter 4 necked round bottom flask attached with dean stark apparatus followed by 70 ml of triethyl amine at room temperature. Then 100 g of 3-(trifluoromethyl)-5,6,7,8-tetrahydro-[1,2,4]triazolo[4,3-a]pyrazine HCl was charged and stirred for 5 minutes. 7.5 g of phenyl boronic acid was charged to the reaction mass. After 48 hours of stirring at reflux temperature, ... Reactants: CC1=C(OCC(=O)OCC)C(=CC(=C1)F)C (ethyl 2,6-dimethyl-4-fluoro-phenoxyacetate), [OH-].[Na+] (sodium hydroxide), Cl (HCl). The solvent is CO (methanol). Run at time 30 minute. Yields the product CC1=C(OCC(=O)O)C(=CC(=C1)F)C (2,6-dimethyl-4-fluoro-phenoxy acetic acid). The yield is 21.6%. RXN SMILES: [CH3:1][C:2]1[CH:14]=[C:13]([F:15])[CH:12]=[C:11]([CH3:16])[C:3]=1[O:4][CH2:5][C:6]([O:8]CC)=[O:7].[OH-].[Na+].Cl>CO>[CH3:16][C:11]1[CH:12]=[C:13]([F:15])[CH:14]=[C:2]([CH3:1])[C:3]=1[O:4][CH2:5][C:6]([OH:8])=[O:7] |f:1.2|. Procedure: To a solution of 318 mg (5.8 mmol) of ethyl 2,6-dimethyl-4-fluoro-phenoxyacetate in 50 mL of methanol was added 1 mL of 3N sodium hydroxide. After the reaction mixture was stirred at room temperature for 30 min, it was acidified with 3N HCl to pH=4 and partitioned between water and methylene chloride. The combined organic extracts were washed with brine and dried over anhydrous sodium sulfate, filtered and evaporated to dryness under reduced pressure to give 248 mg (90%) of 2,6-dimethyl-4-fluoro... The reactants are C(C)OC(CSC1=NC2=C(N1)C(=C(C=C2)OC)C=O)=O ((7-Formyl-6-methoxy-1H-benzoimidazol-2-ylsulfanyl)-acetic acid ethyl ester), B(Br)(Br)Br (boron tribromide), B(Br)(Br)Br (boron tribromide). Solvent: ClCCl (dichloromethane). Conditions: time 2 hour. Product: C(=O)C1=C(C=CC2=C1NC(=N2)SCC(=O)O)O ((7-Formyl-6-hydroxy-1H-benzoimidazol-2-ylsulfanyl)-acetic acid). Isolated yield 46.3%. RXN SMILES: C([O:3][C:4](=[O:20])[CH2:5][S:6][C:7]1[NH:11][C:10]2[C:12]([CH:18]=[O:19])=[C:13]([O:16]C)[CH:14]=[CH:15][C:9]=2[N:8]=1)C.B(Br)(Br)Br>ClCCl>[CH:18]([C:12]1[C:10]2[NH:11][C:7]([S:6][CH2:5][C:4]([OH:20])=[O:3])=[N:8][C:9]=2[CH:15]=[CH:14][C:13]=1[OH:16])=[O:19]. Procedure: To a solution of (7-Formyl-6-methoxy-1H-benzoimidazol-2-ylsulfanyl)-acetic acid ethyl ester (500 mg, 1.88 mmol) in abs. dichloromethane (40 mL) stirred under argon at −78° C., boron tribromide (723 μl, 1.88 g, 7.52 mmol) was added dropwise and the mixture was warmed to room temperature and stirred for 2 h. An additional portion of boron tribromide (723 μl, 1.88 g, 7.52 mmol) was added at −78° C. and stirred for 2 h at room temperature. The mixture was quenched by slow addition of 120 mL. of wate... Reactants: FC=1C=CC2=C(SC3=C(C(C2)=O)C=C(C=C3)[N+](=O)[O-])C1 (3-fluoro-8-nitrodibenzo(b,f)thiepin-10(11H)-one), [BH4-].[Na+] (sodium borohydride), [OH-].[Na+] (sodium hydroxide). The reagents and catalysts are O (water). Solvent: O1CCOCC1 (dioxane). Reaction conditions: time 2 hour. Yields the product FC=1C=CC2=C(SC3=C(C(C2)O)C=C(C=C3)[N+](=O)[O-])C1 (3-fluoro-8-nitro-10,11-dihydrodibenzo(b,f)thiepin-10-ol). Yield: 59.0%. RXN SMILES: [F:1][C:2]1[CH:3]=[CH:4][C:5]2[CH2:11][C:10](=[O:12])[C:9]3[CH:13]=[C:14]([N+:17]([O-:19])=[O:18])[CH:15]=[CH:16][C:8]=3[S:7][C:6]=2[CH:20]=1.[BH4-].[Na+].[OH-].[Na+]>O1CCOCC1.O>[F:1][C:2]1[CH:3]=[CH:4][C:5]2[CH2:11][CH:10]([OH:12])[C:9]3[CH:13]=[C:14]([N+:17]([O-:19])=[O:18])[CH:15]=[CH:16][C:8]=3[S:7][C:6]=2[CH:20]=1 |f:1.2,3.4|. Procedure details: A solution of 6.9 g of the foregoing ketone in 90 ml of dioxane was treated dropwise with a solution of 9.8 g of sodium borohydride in 3 ml of water containing 1 drop of a 20% sodium hydroxide solution. The mixture was stirred for 2 hours at room temperature and after standing overnight, dioxane evaporated. The residue was diluted with water, acidified with hydrochloric acid and the product extracted with chloroform. Processing of the extract and crystallization of the crude product from benzene... Starting materials: C(C=C)(=O)Cl (acryloyl chloride), ClC1=CC=C(C=C1)C(CO)(CCCC)CN1N=CN=C1 (2-(4-chlorophenyl)-2-[(1,2,4-triazol-1-yl)methyl]hexan-1-ol), N1=CC=CC=C1 (pyridine), C(C=C)(=O)Cl (acryloyl chloride), CN(C=O)C (dimethylformamide). Solvent: O1CCCC1 (tetrahydrofuran). The product is C(C=C)(=O)OCC(CCCC)(CN1N=CN=C1)C1=CC=C(C=C1)Cl (2-(4-chlorophenyl)-2-[(1,2,4-triazol-1-yl)methyl]hexyl acrylate). The yield is 50.5%. Reaction SMILES: [Cl:1][C:2]1[CH:7]=[CH:6][C:5]([C:8]([CH2:15][N:16]2[CH:20]=[N:19][CH:18]=[N:17]2)([CH2:11][CH2:12][CH2:13][CH3:14])[CH2:9][OH:10])=[CH:4][CH:3]=1.N1C=CC=CC=1.[C:27](Cl)(=[O:30])[CH:28]=[CH2:29].CN(C)C=O>O1CCCC1>[C:27]([O:10][CH2:9][C:8]([C:5]1[CH:6]=[CH:7][C:2]([Cl:1])=[CH:3][CH:4]=1)([CH2:15][N:16]1[CH:20]=[N:19][CH:18]=[N:17]1)[CH2:11][CH2:12][CH2:13][CH3:14])(=[O:30])[CH:28]=[CH2:29]. Procedure details: To a 100 mL flask stirring under nitrogen was charged 2.88 g (0.0098 mole) of 2-(4-chlorophenyl)-2-[(1,2,4-triazol-1-yl)methyl]hexan-1-ol in 25 mL of tetrahydrofuran. To the mixture was added 2.5 mL of pyridine followed by 1.0 g (0.011 mole) of acryloyl chloride after which a precipitate formed. The reaction was monitored by GLC and was 60% complete after 1 hour. An additional 1.0 g of acryloyl chloride was added followed by 20 mL of dimethylformamide. The reaction was stirred at 60° C. until th... Solvent: O1CCCC1 (tetrahydrofuran), N1=CC=CC=C1 (pyridine). RXN SMILES: [NH2:1][C:2]1[S:3][CH:4]=[C:5]([CH2:7][N:8]2[CH2:13][CH2:12][N:11]([CH:14]([C:21]3[CH:26]=[CH:25][CH:24]=[CH:23][CH:22]=3)[C:15]3[CH:20]=[CH:19][CH:18]=[CH:17][CH:16]=3)[CH2:10][CH2:9]2)[N:6]=1.[C:27]([Cl:31])(=[O:30])[CH2:28][CH3:29].[ClH:32]>O1CCCC1.N1C=CC=CC=1>[ClH:31].[ClH:32].[CH:14]([N:11]1[CH2:12][CH2:13][N:8]([CH2:7][C:5]2[N:6]=[C:2]([NH:1][C:27](=[O:30])[CH2:28][CH3:29])[S:3][CH:4]=2)[CH2:9][CH2:10]1)([C:15]1[CH:20]=[CH:19][CH:18]=[CH:17][CH:16]=1)[C:21]1[CH:26]=[CH:25][CH:24]=[CH:23][CH:22]=1 |f:5.6.7|. Starting materials: NC=1SC=C(N1)CN1CCN(CC1)C(C1=CC=CC=C1)C1=CC=CC=C1 (2-amino-4-(4-benzhydrylpiperazin-1-ylmethyl)thiazole), C(CC)(=O)Cl (propionyl chloride), Cl (hydrochloride). Procedure details: To a solution of 2-amino-4-(4-benzhydrylpiperazin-1-ylmethyl)thiazole (1.1 g) in tetrahydrofuran (10 ml) and pyridine (5 ml) was added dropwise propionyl chloride (0.92 ml) under ice-cooling with stirring, and the stirring was continued at the same temperature for an hour. After concentration of the reaction mixture the residue was extracted with ethyl acetate, followed by washing with an aqueous solution of sodium bicarbonate and water and drying over anhydrous magnesium sulfate. Removal of the... Product: Cl.Cl.C(C1=CC=CC=C1)(C1=CC=CC=C1)N1CCN(CC1)CC=1N=C(SC1)NC(CC)=O (4-(4-benzhydrylpiperazin-1-ylmethyl)-2-propionamidothiazole dihydrochloride).